The task is: describe an organic reaction: reactants, conditions, products, and yield. This data is from the Open Reaction Database (ORD), a public repository of structured organic reaction records. Reactants: ClC=1N=CNC1Cl (4,5-Dichloroimidazole), COCCl (chloromethyl methyl ether). The product is ClC=1N=CN(C1Cl)COC (4,5-dichloro-1-methoxymethylimidazole). RXN SMILES: [Cl:1][C:2]1[N:3]=[CH:4][NH:5][C:6]=1[Cl:7].[CH3:8][O:9][CH2:10]Cl>>[Cl:1][C:2]1[N:3]=[CH:4][N:5]([CH2:8][O:9][CH3:10])[C:6]=1[Cl:7]. Procedure: 4,5-Dichloroimidazole was reacted with chloromethyl methyl ether to obtain 4,5-dichloro-1-methoxymethylimidazole (nD26.8 :1.5090). This compound was gradually crystallized after being allowed to stand (melting point: 41° to 44° C.). Reactants: CCOC(C)=O, CC(C)(C)C(NC(=O)c1cn(COCC[Si](C)(C)C)c2ncc(C3CC3)nc12)C(=O)N1CCCC1, ClCCl, NCCN, O=C(O)C(F)(F)F. Yields the product CC(C)(C)C(NC(=O)c1c[nH]c2ncc(C3CC3)nc12)C(=O)N1CCCC1. Reaction SMILES: [CH3:47][CH2:48][O:49][C:50]([CH3:51])=[O:52].[CH:1]1([c:4]2[n:5][c:6]3[c:7]([n:8][cH:9]2)[n:10]([CH2:28][O:29][CH2:30][CH2:31][Si:32]([CH3:33])([CH3:34])[CH3:35])[cH:11][c:12]3[C:13](=[O:14])[NH:15][CH:16]([C:17]([N:18]2[CH2:19][CH2:20][CH2:21][CH2:22]2)=[O:23])[C:24]([CH3:25])([CH3:26])[CH3:27])[CH2:2][CH2:3]1.[Cl:53][CH2:54][Cl:55].[NH2:43][CH2:44][CH2:45][NH2:46].[OH:36][C:37]([C:38]([F:39])([F:40])[F:41])=[O:42]>>[CH:1]1([c:4]2[n:5][c:6]3[c:7]([n:8][cH:9]2)[nH:10][cH:11][c:12]3[C:13](=[O:14])[NH:15][CH:16]([C:17]([N:18]2[CH2:19][CH2:20][CH2:21][CH2:22]2)=[O:23])[C:24]([CH3:25])([CH3:26])[CH3:27])[CH2:2][CH2:3]1.